From a dataset of the Open Reaction Database (ORD), a public repository of structured organic reaction records. describe an organic reaction: reactants, conditions, products, and yield The reactants are ClC1=CC=C2C=CC=NC2=C1[N+](=O)[O-] (7-chloro-8-nitroquinoline), [Na] (sodium), C(C)O (ethanol). Product: C(C)OC1=CC=C2C=CC=NC2=C1[N+](=O)[O-] (7-Ethoxy-8-nitroquinoline). The yield is 87.0%. Reaction SMILES: Cl[C:2]1[C:11]([N+:12]([O-:14])=[O:13])=[C:10]2[C:5]([CH:6]=[CH:7][CH:8]=[N:9]2)=[CH:4][CH:3]=1.[Na].[CH2:16]([OH:18])[CH3:17]>>[CH2:16]([O:18][C:2]1[C:11]([N+:12]([O-:14])=[O:13])=[C:10]2[C:5]([CH:6]=[CH:7][CH:8]=[N:9]2)=[CH:4][CH:3]=1)[CH3:17] |^1:14|. Procedure: A mixture of 7-chloro-8-nitroquinoline (3.00 g, 14.4 mmol), sodium (2.65 g) and absolute ethanol (100 mL) was refluxed for 4.5 hr and cooled. The tan precipitate was filtered off, slurried with water and dried to give title compound as tan solid (2.72 g, 87%); mp 161°-164°. Anal. Calcd for C11H10N2O3 : C, 60.55; H, 4.62; N, 12.84. Found: C, 60.34; H, 4.68; N, 12.78. Reactants: C1=C(C=CC2=CC=CC=C12)C(P(OCC)(=S)OCC)P(OCC)(=O)OCC (tetraethyl 2-naphthylthiomethane-diphosphonate), C[Si](C)(C)Br (trimethylsilyl bromide). The solvent is C(Cl)Cl (methylene chloride). Run at time 72 hour. Product: C1=C(C=CC2=CC=CC=C12)C(P(O)(=S)O)P(O)(=O)O (2-naphthylthiomethane Diphosphonic Acid). Yield: 86.0%. As a reaction SMILES: [CH:1]1[C:10]2[C:5](=[CH:6][CH:7]=[CH:8][CH:9]=2)[CH:4]=[CH:3][C:2]=1[CH:11]([P:20]([O:25]CC)(=[O:24])[O:21]CC)[P:12]([O:17]CC)(=[S:16])[O:13]CC.C[Si](Br)(C)C>C(Cl)Cl>[CH:1]1[C:10]2[C:5](=[CH:6][CH:7]=[CH:8][CH:9]=2)[CH:4]=[CH:3][C:2]=1[CH:11]([P:20]([OH:24])(=[O:21])[OH:25])[P:12]([OH:13])(=[S:16])[OH:17]. Reported procedure: Under an argon atmosphere, to a solution of 8.04 g (18 mmol) of tetraethyl 2-naphthylthiomethane-diphosphonate obtained in Example 1 in dry methylene chloride (100 ml) was added dropwise 27.56 g (180 mmol) of trimethylsilyl bromide at room temperature and then the mixture was stirred at room temperature for 72 hours. After the solvent and the excess trimethylsilyl bromide were distilled off under reduced pressure, the resulting residue was dissolved in a mixed solvent of water:methanol=5:95, and... Reactants: CCC(O)Cc1ccc(OC)cc1NC(=O)OC(C)(C)C, C1CCOC1. The product is CCC(=O)Cc1ccc(OC)cc1NC(=O)OC(C)(C)C. RXN SMILES: [C:1]([CH3:2])([CH3:3])([CH3:4])[O:5][C:6]([NH:7][c:8]1[c:9]([CH2:16][CH:17]([CH2:18][CH3:19])[OH:20])[cH:10][cH:11][c:12]([O:14][CH3:15])[cH:13]1)=[O:21].[CH2:22]1[O:23][CH2:24][CH2:25][CH2:26]1>>[C:1]([CH3:2])([CH3:3])([CH3:4])[O:5][C:6]([NH:7][c:8]1[c:9]([CH2:16][C:17]([CH2:18][CH3:19])=[O:20])[cH:10][cH:11][c:12]([O:14][CH3:15])[cH:13]1)=[O:21].